From a dataset of the Open Reaction Database (ORD), a public repository of structured organic reaction records. describe an organic reaction: reactants, conditions, products, and yield The reactants are diethyl azidocarboxylate, C(C)(C)(C)OC([C@H](CC1=CC=C(C=C1)O)NC(=O)OCC1C2=CC=CC=C2C=2C=CC=CC12)=O ((S)-2-(9H-Fluoren-9-ylmethoxycarbonylamino)-3-(4-hydroxyphenyl)-propionic acid tert-butyl ester), N1=C(C=CC=C1)CO (2-pyridylcarbinol), C1(=CC=CC=C1)P(C1=CC=CC=C1)C1=CC=CC=C1 (triphenylphosphine). Solvent: C1CCOC1 (THF). Reaction conditions: time 8 hour. Product: C(C)(C)(C)OC([C@H](CC1=CC=C(C=C1)OCC1=NC=CC=C1)NC(=O)OCC1C2=CC=CC=C2C=2C=CC=CC12)=O ((S)-2-(9H-Fluoren-9-ylmethoxycarbonylamino)-3-[4-(pyridin-2-ylmethoxy)-phenyl]-propionic acid tert-butyl ester). Isolated yield 82.0%. As a reaction SMILES: [C:1]([O:5][C:6](=[O:34])[C@@H:7]([NH:16][C:17]([O:19][CH2:20][CH:21]1[C:33]2[CH:32]=[CH:31][CH:30]=[CH:29][C:28]=2[C:27]2[C:22]1=[CH:23][CH:24]=[CH:25][CH:26]=2)=[O:18])[CH2:8][C:9]1[CH:14]=[CH:13][C:12]([OH:15])=[CH:11][CH:10]=1)([CH3:4])([CH3:3])[CH3:2].[N:35]1[CH:40]=[CH:39][CH:38]=[CH:37][C:36]=1[CH2:41]O.C1(P(C2C=CC=CC=2)C2C=CC=CC=2)C=CC=CC=1>C1COCC1>[C:1]([O:5][C:6](=[O:34])[C@@H:7]([NH:16][C:17]([O:19][CH2:20][CH:21]1[C:22]2[CH:23]=[CH:24][CH:25]=[CH:26][C:27]=2[C:28]2[C:33]1=[CH:32][CH:31]=[CH:30][CH:29]=2)=[O:18])[CH2:8][C:9]1[CH:10]=[CH:11][C:12]([O:15][CH2:41][C:36]2[CH:37]=[CH:38][CH:39]=[CH:40][N:35]=2)=[CH:13][CH:14]=1)([CH3:4])([CH3:2])[CH3:3]. Procedure details: The product from Example G ((S)-2-(9H-fluoren-9-ylmethoxycarbonylamino)-3-(4-hydroxyphenyl)-propionic acid tert-butyl ester) (4.00 g, 8.64 mmol), 2-pyridylcarbinol (0.92 mL, 9.50 mmol) and triphenylphosphine (2.24 g, 8.64 mmol) were dissolved in 50 mL of dry THF. The solution was cooled in an ice bath under an argon atmosphere and diethyl azidocarboxylate (1.36 mL, 8.64 mmol) was added dropwise over 20 minutes. The ice bath was removed and the solution allowed to stir overnight at room temperatu... The reactants are CO, C=CCC(C)C(O)CC(=O)OC, [K+], [OH-]. Yields the product C=CCC(C)C(O)CC(=O)O. Reaction SMILES: [CH3:13][OH:14].[CH3:1][CH:2]([CH:3]([CH2:4][C:5](=[O:6])[O:7][CH3:8])[OH:9])[CH2:10][CH:11]=[CH2:12].[K+:16].[OH-:15]>>[CH3:1][CH:2]([CH:3]([CH2:4][C:5](=[O:6])[OH:7])[OH:9])[CH2:10][CH:11]=[CH2:12]. Starting materials: OC1=C(C=CC(=C1)O)C(C)=O (2',4'-dihydroxyacetophenone), NC1=CC=C(C=C1)C=1CCC(NN1)=O (6-(4-aminophenyl)-4,5-dihydropyridazin-3(2H)one). Reaction conditions: temperature 140 celsius. The product is OC1=C(C=CC(=C1)O)C(C)=NC1=CC=C(C=C1)C=1CCC(NN1)=O (6-[4-(1-(2,4-Dihydroxyphenyl)ethylidene)aminophenyl]-4,5-dihydropyridazin-3(2H)one). RXN SMILES: [OH:1][C:2]1[CH:7]=[C:6]([OH:8])[CH:5]=[CH:4][C:3]=1[C:9](=O)[CH3:10].[NH2:12][C:13]1[CH:18]=[CH:17][C:16]([C:19]2[CH2:20][CH2:21][C:22](=[O:25])[NH:23][N:24]=2)=[CH:15][CH:14]=1>>[OH:1][C:2]1[CH:7]=[C:6]([OH:8])[CH:5]=[CH:4][C:3]=1[C:9](=[N:12][C:13]1[CH:18]=[CH:17][C:16]([C:19]2[CH2:20][CH2:21][C:22](=[O:25])[NH:23][N:24]=2)=[CH:15][CH:14]=1)[CH3:10]. Reported procedure: A mixture containing 0.91 g (0.006 mol) of 2',4'-dihydroxyacetophenone and 0.95 g (0.005 mol) of 6-(4-aminophenyl)-4,5-dihydropyridazin-3(2H)one was heated for 4 h at 140° C. in a stream of nitrogen gas. The product was triturated with boiling ethanol and filtered. Yield 0.88 g (54%), m.p. 350° C. (decomp). Starting materials: NCC1CCOCC1 (4-aminomethyltetrahydropyran), C1(CCCC1)C1=CN(C2=CC=CC=C12)S(=O)(=O)C1=CC=C(C(=O)O)C=C1 (4-(3-cyclopentyl-indole-1-sulfonyl)-benzoic acid), CN1CCOCC1 (N-methylmorpholine), ClC1=NC(=NC(=N1)OC)OC (2-chloro-4,6-dimethoxy-1,3,5-triazine), Cl (HCl). The solvent is C(Cl)Cl (methylene chloride), C1CCOC1 (THF), C1CCOC1 (THF). Run at temperature 5 celsius, time 1 hour. Product: C1(CCCC1)C1=CN(C2=CC=CC=C12)S(=O)(=O)C1=CC=C(C(=O)NCC2CCOCC2)C=C1 (4-(3-Cyclopentyl-indole-1-sulfonyl)-N-(tetrahydro-pyran-4-ylmethyl)-benzamide). As a reaction SMILES: [CH:1]1([C:6]2[C:14]3[C:9](=[CH:10][CH:11]=[CH:12][CH:13]=3)[N:8]([S:15]([C:18]3[CH:26]=[CH:25][C:21]([C:22]([OH:24])=O)=[CH:20][CH:19]=3)(=[O:17])=[O:16])[CH:7]=2)[CH2:5][CH2:4][CH2:3][CH2:2]1.CN1CCOCC1.ClC1N=C(OC)N=C(OC)N=1.[NH2:45][CH2:46][CH:47]1[CH2:52][CH2:51][O:50][CH2:49][CH2:48]1.Cl>C1COCC1.C(Cl)Cl>[CH:1]1([C:6]2[C:14]3[C:9](=[CH:10][CH:11]=[CH:12][CH:13]=3)[N:8]([S:15]([C:18]3[CH:26]=[CH:25][C:21]([C:22]([NH:45][CH2:46][CH:47]4[CH2:52][CH2:51][O:50][CH2:49][CH2:48]4)=[O:24])=[CH:20][CH:19]=3)(=[O:16])=[O:17])[CH:7]=2)[CH2:2][CH2:3][CH2:4][CH2:5]1. Procedure: Stir a stir solution of 4-(3-cyclopentyl-indole-1-sulfonyl)-benzoic acid (19.0 g, 51.43 mmol) in anhydrous THF (250 mL) cool to 5° C. under N2 add N-methylmorpholine (5.8 mL, 52.72 mmol) and 2-chloro-4,6-dimethoxy-1,3,5-triazine (CDMT) (9.0 g, 51.34 mmol). Stir the mixture for 1 h and add a solution of 4-aminomethyltetrahydropyran (6.6 g, 57.34 mmol) in dry THF (75 mL) by dropping funnel. Warm the mixture to room temperature and stir for 3 h. Cool the mixture to 5° C., add 1N HCl (250 mL) and pa... Starting materials: ClC1=CC(=C(C=C1O)N1C(N(C(=CC1=O)C(F)(F)F)C)=O)F (3-(4-chloro-2-fluoro-5-hydroxyphenyl)-1-methyl-6-trifluoromethyl-2,4(1H,3H)-pyrimidinedione), C(C)OCC (diethyl ether), C1(=CC=CC=C1)CC(=O)Cl (phenylacetyl chloride), N1=CC=CC=C1 (pyridine). The product is C(C)(=O)OC1=C(C=CC=C1)C1=C(C=C(C(=C1)N1C(N(C(=CC1=O)C(F)(F)F)C)=O)F)Cl ({2-chloro-5-[3,6-dihydro-2,6-dioxo-3-methyl-4-trifluoromethyl-1(2H)-pyrimidinyl]-4 -fluorophenyl}-phenyl acetate). RXN SMILES: [Cl:1][C:2]1[C:7](O)=[CH:6][C:5]([N:9]2[C:14](=[O:15])[CH:13]=[C:12]([C:16]([F:19])([F:18])[F:17])[N:11]([CH3:20])[C:10]2=[O:21])=[C:4]([F:22])[CH:3]=1.C1(CC(Cl)=[O:31])C=CC=CC=1.N1C=[CH:37][CH:36]=[CH:35][CH:34]=1.[CH2:39]([O:41][CH2:42][CH3:43])[CH3:40]>>[C:39]([O:41][C:42]1[CH:37]=[CH:36][CH:35]=[CH:34][C:43]=1[C:7]1[CH:6]=[C:5]([N:9]2[C:14](=[O:15])[CH:13]=[C:12]([C:16]([F:18])([F:17])[F:19])[N:11]([CH3:20])[C:10]2=[O:21])[C:4]([F:22])=[CH:3][C:2]=1[Cl:1])(=[O:31])[CH3:40]. Reported procedure: using 3-(4-chloro-2-fluoro-5-hydroxyphenyl)-1-methyl-6-trifluoromethyl-2,4(1H,3H)-pyrimidinedione with phenylacetyl chloride and pyridine in diethyl ether there is obtained {2-chloro-5-[3,6-dihydro-2,6-dioxo-3-methyl-4-trifluoromethyl-1(2H)-pyrimidinyl]-4 -fluorophenyl}-phenyl acetate, 1H-NMR (CDCl3, 400 MHz): 7.27-7.40 ppm (m,6H), 7.10 ppm (d,1H), 6.33 ppm (s,1H), 3.89 ppm (s,2H), 3.53 ppm (d,3H); Starting materials: C(C)(C)(C)OC(=O)N1CC(C(CC1)N1CCC1)CO (4-azetidin-1-yl-3-hydroxymethyl-piperidine-1-carboxylic acid tert-butyl ester), C(=O)(C(F)(F)F)O (TFA). The solvent is C(Cl)Cl (DCM). Conditions: time 30 minute. The product is N1(CCC1)[C@H]1[C@@H](CNCC1)CO ((±)-(trans)-(4-Azetidin-1-yl-piperidin-3-yl)-methanol). Yield: 88.0%. RXN SMILES: C(OC([N:8]1[CH2:13][CH2:12][CH:11]([N:14]2[CH2:17][CH2:16][CH2:15]2)[CH:10]([CH2:18][OH:19])[CH2:9]1)=O)(C)(C)C.C(O)(C(F)(F)F)=O>C(Cl)Cl>[N:14]1([C@@H:11]2[CH2:12][CH2:13][NH:8][CH2:9][C@H:10]2[CH2:18][OH:19])[CH2:15][CH2:16][CH2:17]1. Reported procedure: To a solution of 4-azetidin-1-yl-piperidine-1,3-dicarboxylic acid 1-tert-butyl ester 3-methyl ester (373 mg, 1.25 mmol) in anhydrous DCM (10 mL) was slowly added a solution of diisobutylaluminum hydride in hexanes (1M, 3.8 mL, 3.8 mmol) at −70° C. The reaction mixture was allowed to warm to −10° C. over 90 min, then stirred at RT for 15 min. Water was added to the reaction mixture before being loaded onto an Isolute® SCX-2 cartridge. The cartridge was washed with MeOH then eluted with 2 M NH3 in... Product: C(#N)C1(C(N(CC1)C1=NC(=NC=C1)NC1=CC=C(C=C1)N1CCOCC1)=O)C1CN(C1)C(=O)OC(C)(C)C (tert-butyl 3-(3-cyano-1-(2-((4-(morpholin-4-yl)phenyl)amino)pyrimidin-4-yl)-2-oxopyrrolidin-3-yl)azetidine-1-carboxylate). Reported procedure: A solution of tert-butyl 3-(1-(2-chloropyrimidin-4-yl)-3-cyano-2-oxopyrrolidin-3-yl)azetidine-1-carboxylate (100 mg) obtained in Step D of Example 309, 4-morpholinoaniline (61 mg) and acetic acid (50 μL) in n-butanol (4.0 mL) was stirred in a microwave reactor at 150° C. for 1 hr, and the solvent was evaporated under reduced pressure. The residue was purified by silica gel column chromatography (NH, hexane/ethyl acetate), and recrystallized (diisopropyl ether/ethyl acetate) to give the title com... Solvent: C(CCC)O (n-butanol). Isolated yield 25.5%. RXN SMILES: Cl[C:2]1[N:7]=[C:6]([N:8]2[CH2:12][CH2:11][C:10]([CH:15]3[CH2:18][N:17]([C:19]([O:21][C:22]([CH3:25])([CH3:24])[CH3:23])=[O:20])[CH2:16]3)([C:13]#[N:14])[C:9]2=[O:26])[CH:5]=[CH:4][N:3]=1.[O:27]1[CH2:32][CH2:31][N:30]([C:33]2[CH:39]=[CH:38][C:36]([NH2:37])=[CH:35][CH:34]=2)[CH2:29][CH2:28]1.C(O)(=O)C>C(O)CCC>[C:13]([C:10]1([CH:15]2[CH2:18][N:17]([C:19]([O:21][C:22]([CH3:25])([CH3:24])[CH3:23])=[O:20])[CH2:16]2)[CH2:11][CH2:12][N:8]([C:6]2[CH:5]=[CH:4][N:3]=[C:2]([NH:37][C:36]3[CH:35]=[CH:34][C:33]([N:30]4[CH2:31][CH2:32][O:27][CH2:28][CH2:29]4)=[CH:39][CH:38]=3)[N:7]=2)[C:9]1=[O:26])#[N:14]. The reactants are ClC1=NC=CC(=N1)N1C(C(CC1)(C#N)C1CN(C1)C(=O)OC(C)(C)C)=O (tert-butyl 3-(1-(2-chloropyrimidin-4-yl)-3-cyano-2-oxopyrrolidin-3-yl)azetidine-1-carboxylate), O1CCN(CC1)C1=CC=C(N)C=C1 (4-morpholinoaniline), C(C)(=O)O (acetic acid). The reactants are COC1=C(C(=O)OC)C=C(C(=C1)NC(C)=O)Cl (methyl 2-methoxy-4-acetamido-5-chlorobenzoate), C=1(C(=CC=CC1)C)C (xylene), C1(CCCCC1)CN1CCC(CC1)N (1-cyclohexylmethyl-4-aminopiperidine), CC([O-])C.[Al+3].CC([O-])C.CC([O-])C (aluminium isopropoxide). Solvent: CO (methanol). Yields the product C1(CCCCC1)CN1CCC(CC1)NC(C1=C(C=C(C(=C1)Cl)NC(C)=O)OC)=O (N-(1-cyclohexylmethylpiperid-4-yl)-2-methoxy-4-acetamido-5-chlorobenzamide). The yield is 64.0%. As a reaction SMILES: [CH3:1][O:2][C:3]1[CH:12]=[C:11]([NH:13][C:14](=[O:16])[CH3:15])[C:10]([Cl:17])=[CH:9][C:4]=1[C:5]([O:7]C)=O.C1(C)C(C)=CC=CC=1.[CH:26]1([CH2:32][N:33]2[CH2:38][CH2:37][CH:36]([NH2:39])[CH2:35][CH2:34]2)[CH2:31][CH2:30][CH2:29][CH2:28][CH2:27]1.CC(C)[O-].[Al+3].CC(C)[O-].CC(C)[O-]>CO>[CH:26]1([CH2:32][N:33]2[CH2:38][CH2:37][CH:36]([NH:39][C:5](=[O:7])[C:4]3[CH:9]=[C:10]([Cl:17])[C:11]([NH:13][C:14](=[O:16])[CH3:15])=[CH:12][C:3]=3[O:2][CH3:1])[CH2:35][CH2:34]2)[CH2:27][CH2:28][CH2:29][CH2:30][CH2:31]1 |f:3.4.5.6|. Procedure: A mixture of methyl 2-methoxy-4-acetamido-5-chlorobenzoate (25.7 g; 0.1 moles), xylene (80 ml), 1-cyclohexylmethyl-4-aminopiperidine (21.6 g; 0.11 moles) and aluminium isopropoxide (5 g) was heated to the boiling point whilst methanol was distilled off as it was formed. When the theoretical quantity of methanol was removed, the xylene was distilled off and the residue was dissolved in 2 N hydrochloric acid (200 ml). The aqueous solution was made alkaline with sodium hydroxide solution, extracted...